Dataset: the Open Reaction Database (ORD), a public repository of structured organic reaction records. Task: describe an organic reaction: reactants, conditions, products, and yield Yield: 86.4%. Reaction SMILES: [CH3:1][N:2]([CH3:32])[C:3]([C:5]1[N:26]([CH:27]2[CH2:31][CH2:30][CH2:29][CH2:28]2)[C:8]2[N:9]=[C:10]([NH:13][C:14]3[CH:19]=[CH:18][C:17]([N:20]4[CH2:25][CH2:24][NH:23][CH2:22][CH2:21]4)=[CH:16][N:15]=3)[N:11]=[CH:12][C:7]=2[CH:6]=1)=[O:4].Br[CH2:34][CH2:35][O:36][CH:37]([CH3:39])[CH3:38]>>[CH3:1][N:2]([CH3:32])[C:3]([C:5]1[N:26]([CH:27]2[CH2:31][CH2:30][CH2:29][CH2:28]2)[C:8]2[N:9]=[C:10]([NH:13][C:14]3[CH:19]=[CH:18][C:17]([N:20]4[CH2:21][CH2:22][N:23]([CH2:34][CH2:35][O:36][CH:37]([CH3:39])[CH3:38])[CH2:24][CH2:25]4)=[CH:16][N:15]=3)[N:11]=[CH:12][C:7]=2[CH:6]=1)=[O:4]. Procedure details: Following General Procedure D, 7-cyclopentyl-2-(5-piperazin-1-yl-pyridin-2-ylamino)-7H-pyrrolo[2,3-d]pyrimidine-6-carboxylic acid dimethylamide (100 mg, 0.229 mmol) and 2-(2-bromoethoxy)propane (200 mg, 0.252 mmol) gave 7-cyclopentyl-2-{5-[4-(2-isopropoxy-ethyl)-piperazin-1-yl]-pyridin-2-ylamino}-7H-pyrrolo[2,3-d]pyrimidine-6-carboxylic acid dimethylamide (103 mg, 86%). MS (ESI) m/z 521.3 (M+H)| The product is CN(C(=O)C1=CC2=C(N=C(N=C2)NC2=NC=C(C=C2)N2CCN(CC2)CCOC(C)C)N1C1CCCC1)C (7-cyclopentyl-2-{5-[4-(2-isopropoxy-ethyl)-piperazin-1-yl]-pyridin-2-ylamino}-7H-pyrrolo[2,3-d]pyrimidine-6-carboxylic acid dimethylamide). Starting materials: CN(C(=O)C1=CC2=C(N=C(N=C2)NC2=NC=C(C=C2)N2CCNCC2)N1C1CCCC1)C (7-cyclopentyl-2-(5-piperazin-1-yl-pyridin-2-ylamino)-7H-pyrrolo[2,3-d]pyrimidine-6-carboxylic acid dimethylamide), BrCCOC(C)C (2-(2-bromoethoxy)propane). The reactants are CCN1C(=O)CCCc2ccc([N+](=O)[O-])cc21, CCO, NN, O. The product is CCN1C(=O)CCCc2ccc(N)cc21. As a reaction SMILES: [CH2:1]([CH3:2])[N:3]1[c:4]2[c:5]([cH:11][cH:12][c:13]([N+:15]([O-:16])=[O:17])[cH:14]2)[CH2:6][CH2:7][CH2:8][C:9]1=[O:10].[CH3:21][CH2:22][OH:23].[NH2:19][NH2:20].[OH2:18]>>[CH2:1]([CH3:2])[N:3]1[c:4]2[c:5]([cH:11][cH:12][c:13]([NH2:15])[cH:14]2)[CH2:6][CH2:7][CH2:8][C:9]1=[O:10]. Starting materials: ClC1=CC(=C(OC2=NC=C(C=C2)NC)C=C1)C (2-(4-Chloro-2-methyl-phenoxy)-5-(N-methylamino)pyridine), ClC1=C(C(=O)Cl)C=CC=C1 (2-chlorobenzoyl chloride), ClC1=C(C(=O)N(C)C=2C=NC(=CC2)OC2=C(C=C(C=C2)Cl)C)C(=CC=C1)Cl (2,6-Dichloro-N-(6-(4-chloro-2-methyl-phenoxy)-pyridin-3-yl)-N-methyl-benzamide). Yields the product ClC1=C(C(=O)N(C)C=2C=NC(=CC2)OC2=C(C=C(C=C2)Cl)C)C=CC=C1 (2-Chloro-N-(6-(4-chloro-2-methyl-phenoxy)-pyridin-3-yl)-N-methyl-benzamide). As a reaction SMILES: ClC1C=CC(OC2C=CC(NC)=CN=2)=C(C)C=1.ClC1C=CC=CC=1C(Cl)=O.[Cl:28][C:29]1[CH:53]=[CH:52][CH:51]=[C:50](Cl)[C:30]=1[C:31]([N:33]([C:35]1[CH:36]=[N:37][C:38]([O:41][C:42]2[CH:47]=[CH:46][C:45]([Cl:48])=[CH:44][C:43]=2[CH3:49])=[CH:39][CH:40]=1)[CH3:34])=[O:32]>>[Cl:28][C:29]1[CH:53]=[CH:52][CH:51]=[CH:50][C:30]=1[C:31]([N:33]([C:35]1[CH:36]=[N:37][C:38]([O:41][C:42]2[CH:47]=[CH:46][C:45]([Cl:48])=[CH:44][C:43]=2[CH3:49])=[CH:39][CH:40]=1)[CH3:34])=[O:32]. Reported procedure: 2-Chloro-N-(6-(4-chloro-2-methyl-phenoxy)-pyridin-3-yl)-N-methyl-benzamide was prepared from 2-(4-Chloro-2-methyl-phenoxy)-5-(N-methylamino)pyridine and 2-chlorobenzoyl chloride in the same manner as 2,6-Dichloro-N-(6-(4-chloro-2-methyl-phenoxy)-pyridin-3-yl)-N-methyl-benzamide was prepared.